From a dataset of the Open Reaction Database (ORD), a public repository of structured organic reaction records. describe an organic reaction: reactants, conditions, products, and yield Reactants: solution, C[Si](C)(C)[N-][Si](C)(C)C.[Na+] (sodium bis (trimethylsilyl)amide), COC(=O)C1N(CCN(C1)C(=O)OC(C)(C)C)C(=O)OCC1=CC=CC=C1 (piperazine-1,2,4-tricarboxylic acid 1-benzyl ester 4-tert-butyl ester 2-methyl ester), CN(C=O)C (N,N-dimethylformamide), C(C1=CC=CC=C1)Br (benzyl bromide). Run in O1CCCC1 (tetrahydrofuran), O1CCCC1 (tetrahydrofuran). Reaction conditions: temperature -78 celsius, time 1 hour. Product: COC(=O)C1(N(CCN(C1)C(=O)OC(C)(C)C)C(=O)OCC1=CC=CC=C1)CC1=CC=CC=C1 (2-Benzyl-piperazine-1,2,4-tricarboxylic acid 1-benzyl ester 4-tert-butyl ester 2-methyl ester), 1-A. Yield: 82.0%. Reaction SMILES: [CH3:1][O:2][C:3]([CH:5]1[CH2:10][N:9]([C:11]([O:13][C:14]([CH3:17])([CH3:16])[CH3:15])=[O:12])[CH2:8][CH2:7][N:6]1[C:18]([O:20][CH2:21][C:22]1[CH:27]=[CH:26][CH:25]=[CH:24][CH:23]=1)=[O:19])=[O:4].CN(C)C=O.C[Si]([N-][Si](C)(C)C)(C)C.[Na+].[CH2:43](Br)[C:44]1[CH:49]=[CH:48][CH:47]=[CH:46][CH:45]=1>O1CCCC1>[CH3:1][O:2][C:3]([C:5]1([CH2:43][C:44]2[CH:49]=[CH:48][CH:47]=[CH:46][CH:45]=2)[CH2:10][N:9]([C:11]([O:13][C:14]([CH3:17])([CH3:15])[CH3:16])=[O:12])[CH2:8][CH2:7][N:6]1[C:18]([O:20][CH2:21][C:22]1[CH:27]=[CH:26][CH:25]=[CH:24][CH:23]=1)=[O:19])=[O:4] |f:2.3|. Procedure: To a stirred solution of piperazine-1,2,4-tricarboxylic acid 1-benzyl ester 4-tert-butyl ester 2-methyl ester (20.0 g, 53 mmol), prepared as described by Bigge et al. (Tetrahedron Let. 1989, 30, 5193), in tetrahydrofuran (500 mL) was added N,N-dimethylformamide (50 mL). The reaction was cooled to about −78° C., and a 1M solution of sodium bis (trimethylsilyl)amide in tetrahydrofuran (80 mL) was added. The reaction was stirred at about −78° C. for about 1 hour, and then benzyl bromide (9.4 mL, 79... Reactants: C1(CC1)S(=O)(=O)C1=CC=C(C=C1)C(CC1CCOCC1)C1=CC=C(N1)C1=CC=C(C=N1)O (6-(5-{1-[4-(cyclopropylsulfonyl)phenyl]-2-(tetrahydro-2H-pyran-4-yl)ethyl}-1H-pyrrol-2-yl)pyridin-3-ol), C(C)O (ethanol), C(CCC)P(CCCC)CCCC (tributylphosphine), N(=NC(=O)N1CCCCC1)C(=O)N1CCCCC1 (1,1′-(azodicarbonyl)dipiperidine). The solvent is O1CCCC1 (tetrahydrofuran). Run at time 16 hour. The product is C1(CC1)S(=O)(=O)C1=CC=C(C=C1)C(CC1CCOCC1)C1=CC=C(N1)C1=NC=C(C=C1)OCC (2-(5-{1-[4-(cyclopropylsulfonyl)phenyl]-2-(tetrahydro-2H-pyran-4-yl)ethyl}-1H-pyrrol-2-yl)-5-ethoxypyridine). Yield: 80.0%. As a reaction SMILES: [CH:1]1([S:4]([C:7]2[CH:12]=[CH:11][C:10]([CH:13]([C:21]3[NH:25][C:24]([C:26]4[N:31]=[CH:30][C:29]([OH:32])=[CH:28][CH:27]=4)=[CH:23][CH:22]=3)[CH2:14][CH:15]3[CH2:20][CH2:19][O:18][CH2:17][CH2:16]3)=[CH:9][CH:8]=2)(=[O:6])=[O:5])[CH2:3][CH2:2]1.[CH2:33](O)[CH3:34].C(P(CCCC)CCCC)CCC.N(C(N1CCCCC1)=O)=NC(N1CCCCC1)=O>O1CCCC1>[CH:1]1([S:4]([C:7]2[CH:12]=[CH:11][C:10]([CH:13]([C:21]3[NH:25][C:24]([C:26]4[CH:27]=[CH:28][C:29]([O:32][CH2:33][CH3:34])=[CH:30][N:31]=4)=[CH:23][CH:22]=3)[CH2:14][CH:15]3[CH2:20][CH2:19][O:18][CH2:17][CH2:16]3)=[CH:9][CH:8]=2)(=[O:6])=[O:5])[CH2:3][CH2:2]1. Procedure details: To a solution of 6-(5-{1-[4-(cyclopropylsulfonyl)phenyl]-2-(tetrahydro-2H-pyran-4-yl)ethyl}-1H-pyrrol-2-yl)pyridin-3-ol (0.260 g) in tetrahydrofuran (10 mL) were added ethanol (0.067 tributylphosphine (0.29 mL) and 1,1′-(azodicarbonyl)dipiperidine (290 mg), and the mixture was stirred at room temperature for 16 hr. The reaction mixture was concentrated under reduced pressure, the residue was dissolved in toluene (10 mL), and hexane (10 mL) was added. The obtained suspension was filtered to remov... Reactants: C(C)(=O)C1=CC=C(C=C1)NCC1=C(OCCCC(=O)OCC)C(=CC=C1)OC (4-[2-[[(4-Acetylphenyl)amino]methyl]-6-methoxy-phenoxy]butanoic acid, ethyl ester), C([O-])([O-])=O.[K+].[K+] (potassium carbonate). The solvent is CO.O (methanol water). Yields the product C(C)(=O)C1=CC=C(C=C1)NCC1=C(OCCCC(=O)O)C(=CC=C1)OC (4-[2-[[(4-acetylphenyl)amino]methyl]-6-methoxy-phenoxy]butanoic acid). The yield is 71.5%. As a reaction SMILES: [C:1]([C:4]1[CH:9]=[CH:8][C:7]([NH:10][CH2:11][C:12]2[CH:26]=[CH:25][CH:24]=[C:23]([O:27][CH3:28])[C:13]=2[O:14][CH2:15][CH2:16][CH2:17][C:18]([O:20]CC)=[O:19])=[CH:6][CH:5]=1)(=[O:3])[CH3:2].C(=O)([O-])[O-].[K+].[K+]>CO.O>[C:1]([C:4]1[CH:5]=[CH:6][C:7]([NH:10][CH2:11][C:12]2[CH:26]=[CH:25][CH:24]=[C:23]([O:27][CH3:28])[C:13]=2[O:14][CH2:15][CH2:16][CH2:17][C:18]([OH:20])=[O:19])=[CH:8][CH:9]=1)(=[O:3])[CH3:2] |f:1.2.3,4.5|. Procedure details: 4-[2-[[(4-Acetylphenyl)amino]methyl]-6-methoxy-phenoxy]butanoic acid, ethyl ester (250 mg, 0.65 mmol) is dissolved in 5 mL of methanol/water (3:2) and treated with 313 mg (2.27 mmol) of potassium carbonate according to the procedure described for Example 4 to give 166 mg (71%) of 4-[2-[[(4-acetylphenyl)amino]methyl]-6-methoxy-phenoxy]butanoic acid as a red colored solid: m.p. 85°-95° C.; The 1H NMR (300 MHz, CDCl3) is consistent with the desired product; IR (KBr) 3400, 1720, 1630, 1580 cm-1 ; MS... Starting materials: Cl.N[C@@H]1C(N(CC1)CC=1C=C(C#N)C=CC1)=O (3-(3-(S)-amino-2-oxopyrrolidin-1-ylmethyl)benzonitrile hydrochloride), CN1C(=NC=C1)C1=CC=C(C=C1)S(=O)(=O)Cl ((1-methyl-1H-imidazol-2-yl)benzene-4-sulfonyl chloride). The product is C(#N)C=1C=C(CN2C([C@H](CC2)NS(=O)(=O)C2=CC=C(C=C2)C=2N(C=CN2)C)=O)C=CC1 ((1-Methyl-1H-imidazol-2-yl)benzene-4-sulfonic acid [1-(3-cyanobenzyl)-2-oxopyrrolidin-3-(S)-yl]amide). As a reaction SMILES: Cl.[NH2:2][C@H:3]1[CH2:7][CH2:6][N:5]([CH2:8][C:9]2[CH:10]=[C:11]([CH:14]=[CH:15][CH:16]=2)[C:12]#[N:13])[C:4]1=[O:17].[CH3:18][N:19]1[CH:23]=[CH:22][N:21]=[C:20]1[C:24]1[CH:29]=[CH:28][C:27]([S:30](Cl)(=[O:32])=[O:31])=[CH:26][CH:25]=1>>[C:12]([C:11]1[CH:10]=[C:9]([CH:16]=[CH:15][CH:14]=1)[CH2:8][N:5]1[CH2:6][CH2:7][C@H:3]([NH:2][S:30]([C:27]2[CH:26]=[CH:25][C:24]([C:20]3[N:19]([CH3:18])[CH:23]=[CH:22][N:21]=3)=[CH:29][CH:28]=2)(=[O:31])=[O:32])[C:4]1=[O:17])#[N:13] |f:0.1|. Procedure: The title compound is prepared from 3-(3-(S)-amino-2-oxopyrrolidin-1-ylmethyl)benzonitrile hydrochloride as in EXAMPLE 24, Part B using (1-methyl-1H-imidazol-2-yl)benzene-4-sulfonyl chloride in place of 6-methoxynaphthalene-2-sulfonyl chloride. The crude product is purified by column chromatography eluting with 5% MeOH/CH2Cl2 to give the title compound as a white foam. Reactants: C(CCC)O (n-butanol), ClC1=NC=C2C(=N1)N(C(N(C2=N)C=2C(=NC=CC2Cl)Cl)=O)C (7-chloro-3-(2,4-dichloropyridin-3-yl)-4-imino-1-methyl-3,4-dihydropyrimido[4,5-d]pyrimidin-2(1H)-one), monohydrate, CN(C)CC1CN(CCO1)C1=CC=C(N)C=C1 (4-{2-[(dimethylamino)methyl]morpholin-4-yl}aniline). Reaction conditions: temperature 100 celsius, time 15 minute. The product is ClC1=C(C(=CC=C1)Cl)N1C(N(C2=NC(=NC=C2C1=N)NC1=CC=C(C=C1)N1CC(OCC1)CN(C)C)C)=O (3-(2,6-Dichlorophenyl)-7-[(4-{2-[(dimethylamino)methyl]morpholin-4-yl}phenyl)amino]-4-imino-1-methyl-3,4-dihydropyrimido[4,5-d]pyrimidin-2(1H)-one). Reaction SMILES: Cl[C:2]1[N:7]=[C:6]2[N:8]([CH3:22])[C:9](=[O:21])[N:10]([C:13]3[C:14]([Cl:20])=N[CH:16]=[CH:17][C:18]=3[Cl:19])[C:11](=[NH:12])[C:5]2=[CH:4][N:3]=1.[CH3:23][N:24]([CH2:26][CH:27]1[O:32][CH2:31][CH2:30][N:29]([C:33]2[CH:39]=[CH:38][C:36]([NH2:37])=[CH:35][CH:34]=2)[CH2:28]1)[CH3:25].[CH2:40](O)CCC>>[Cl:20][C:14]1[CH:40]=[CH:16][CH:17]=[C:18]([Cl:19])[C:13]=1[N:10]1[C:11](=[NH:12])[C:5]2[C:6](=[N:7][C:2]([NH:37][C:36]3[CH:35]=[CH:34][C:33]([N:29]4[CH2:30][CH2:31][O:32][CH:27]([CH2:26][N:24]([CH3:23])[CH3:25])[CH2:28]4)=[CH:39][CH:38]=3)=[N:3][CH:4]=2)[N:8]([CH3:22])[C:9]1=[O:21]. Procedure details: 30 mg of the 7-chloro-3-(2,4-dichloropyridin-3-yl)-4-imino-1-methyl-3,4-dihydropyrimido[4,5-d]pyrimidin-2(1H)-one obtained in Production Example 2, and 16 mg of TSOH monohydrate were added to a 5-ml n-butanol solution containing 20 mg of 4-{2-[(dimethylamino)methyl]morpholin-4-yl}aniline, and the mixture was heat stirred for 15 minutes at 100° C. The reaction mixture was concentrated under reduced pressure, and purified by basic column chromatography. As a result, 27 mg of a white solid was obta... Starting materials: C(C)(=O)O[C@H]1[C@@H](OC)O[C@@H]([C@H]1OCC1=C(C=C(C=C1)Cl)Cl)COCC1=C(C=C(C=C1)Cl)Cl (2-O-acetyl-3,5-bis-O-(2,4-dichlorophenylmethyl)-1-O-methyl-α-D-ribofuranose). Solvent: C(=O)([O-])[O-].[K+].[K+] (K2CO3). Run at time 45 minute. Product: ClC1=C(C=CC(=C1)Cl)CO[C@H]1[C@H]([C@@H](OC)O[C@@H]1COCC1=C(C=C(C=C1)Cl)Cl)O (3,5-Bis-O-(2,4-dichlorophenylmethyl)-1-O-methyl-α-D-ribofuranose). Isolated yield 101.6%. RXN SMILES: C([O:4][C@@H:5]1[C@H:11]([O:12][CH2:13][C:14]2[CH:19]=[CH:18][C:17]([Cl:20])=[CH:16][C:15]=2[Cl:21])[C@@H:10]([CH2:22][O:23][CH2:24][C:25]2[CH:30]=[CH:29][C:28]([Cl:31])=[CH:27][C:26]=2[Cl:32])[O:9][C@@H:6]1[O:7][CH3:8])(=O)C>C([O-])([O-])=O.[K+].[K+]>[Cl:21][C:15]1[CH:16]=[C:17]([Cl:20])[CH:18]=[CH:19][C:14]=1[CH2:13][O:12][C@@H:11]1[C@@H:10]([CH2:22][O:23][CH2:24][C:25]2[CH:30]=[CH:29][C:28]([Cl:31])=[CH:27][C:26]=2[Cl:32])[O:9][C@H:6]([O:7][CH3:8])[C@@H:5]1[OH:4] |f:1.2.3|. Procedure details: A mixture of 2-O-acetyl-3,5-bis-O-(2,4-dichlorophenylmethyl)-1-O-methyl-α-D-ribofuranose [for preparation, see: Helv. Chim. Acta 78: 486 (1995)] (52.4 g, 0.10 mol) in methanolic K2CO3 (500 mL, saturated at room temperature) was stirred at room temperature for 45 min. and then concentrated under reduced pressure. The oily residue was suspended in CH2Cl2 (500 mL), washed with water (300 mL+5×200 mL) and brine (200 mL), dried (Na2SO4), filtered, and concentrated to give the title compound (49.0 g) ... The reactants are ClC1=CC=C2C(=C1)NC([C@@]21[C@H](N(C(C[C@H]1C1=CC(=CC=C1)Cl)=O)CC(=O)O)C1=C(C=CC=C1)C)=O ((2′R,3R,4′S)-6-chloro-4′-(3-chlorophenyl)-1′-[(hydroxycarbonyl)-methyl]-2′-(2-methylphenyl)spiro[3H-indole-3,3′-piperidine]-2,6′(1H)-dione), N1=C(F)N=C(F)N=C1F (cyanuric fluoride), N1=CC=CC=C1 (pyridine). Run in ClCCl (dichloromethane). Conditions: temperature 0 celsius, time 2 hour. The product is ClC1=CC=C2C(=C1)NC(C21C(N(C(CC1C1=CC(=CC=C1)Cl)=O)CC(=O)F)C1=C(C=CC=C1)C)=O (racemic (2′R,3R,4′S)-6-chloro-4′-(3-chlorophenyl)-1′-[(fluorocarbonyl)-methyl]-2′-(2-methylphenyl)spiro[3H-indole-3,3′-piperidine]-2,6′(1H)-dione). Reaction SMILES: [Cl:1][C:2]1[CH:7]=[C:6]2[NH:8][C:9](=[O:35])[C@:10]3([C@H:15]([C:16]4[CH:21]=[CH:20][CH:19]=[C:18]([Cl:22])[CH:17]=4)[CH2:14][C:13](=[O:23])[N:12]([CH2:24][C:25](O)=[O:26])[C@@H:11]3[C:28]3[CH:33]=[CH:32][CH:31]=[CH:30][C:29]=3[CH3:34])[C:5]2=[CH:4][CH:3]=1.N1C(F)=NC(F)=NC=1[F:38].N1C=CC=CC=1>ClCCl>[Cl:1][C:2]1[CH:7]=[C:6]2[NH:8][C:9](=[O:35])[C:10]3([CH:15]([C:16]4[CH:21]=[CH:20][CH:19]=[C:18]([Cl:22])[CH:17]=4)[CH2:14][C:13](=[O:23])[N:12]([CH2:24][C:25]([F:38])=[O:26])[CH:11]3[C:28]3[CH:33]=[CH:32][CH:31]=[CH:30][C:29]=3[CH3:34])[C:5]2=[CH:4][CH:3]=1. Procedure details: To the solution of (2′R,3R,4′S)-6-chloro-4′-(3-chlorophenyl)-1′-[(hydroxycarbonyl)-methyl]-2′-(2-methylphenyl)spiro[3H-indole-3,3′-piperidine]-2,6′(1H)-dione (0.12 g, 0.24 mmol) prepared in example 31 in dichloromethane (40 mL) at 0° C. was added cyanuric fluoride (48 mg, 0.35 mmol) (Alfa) and pyridine (37 mg, 0.48 mmol). After the mixture was stirred at 0° C. for 2 h, the mixture was partitioned between H2O and dichloromethane. The organic layer was separated and the aqueous layer was extracted...